This data is from the Open Reaction Database (ORD), a public repository of structured organic reaction records. The task is: describe an organic reaction: reactants, conditions, products, and yield Reactants: [OH-].[Na+] (sodium hydroxide), C(C)(C)(C)NC(=O)C1=NOC(=C1C(=O)OCC)C (4-ethoxycarbonyl-5-methyl-isoxazole-3-carboxylic acid-tert-butylamide). Run in C(C)O (ethanol), O (water). Reaction conditions: time 12 hour. The product is C(C)(C)(C)NC(=O)C1=NOC(=C1C(=O)O)C (3-tert.-Butylaminocarbonyl-5-methyl-isoxazole-4-carboxylic acid). Yield: 95.0%. Reaction SMILES: [OH-].[Na+].[C:3]([NH:7][C:8]([C:10]1[C:14]([C:15]([O:17]CC)=[O:16])=[C:13]([CH3:20])[O:12][N:11]=1)=[O:9])([CH3:6])([CH3:5])[CH3:4]>O.C(O)C>[C:3]([NH:7][C:8]([C:10]1[C:14]([C:15]([OH:17])=[O:16])=[C:13]([CH3:20])[O:12][N:11]=1)=[O:9])([CH3:6])([CH3:5])[CH3:4] |f:0.1|. Procedure details: At from 5° to 10° C. and under a nitrogen blanket, 1.0 g (25.0 mmol) of sodium hydroxide in 50 ml of water was dripped into a solution of 5.4 g (21.3 mmol) of 4-ethoxycarbonyl-5-methyl-isoxazole-3-carboxylic acid-tert-butylamide in 100 ml of ethanol, and the mixture was stirred for 12 hours at room temperature. The solution was evaporated down, the residue was taken up in 150 ml of water, the pH was adjusted to 8-9, and the mixture was extracted twice, each time with 100 ml of diethylether. The ... The reactants are FC1=C(C=C(C=C1)C(C(CNC(=S)NC1=CC=C(C=C1)F)=O)(C)C)OC (1-(3-(4-fluoro-3-methoxyphenyl)-3-methyl-2-oxobutyl)-3-(4-fluorophenyl)-thiourea). Procedure details: A solution of 1-(3-(4-fluoro-3-methoxyphenyl)-3-methyl-2-oxobutyl)-3-(4-fluorophenyl)-thiourea (45 g, 0.119 mol) in AcOH (500 mL) was heated at reflux overnight. The cooled reaction mixture was concentrated and triturated with Et2O to give 5-(2-(4-fluoro-3-methoxyphenyl)propan-2-yl)-1-(4-fluorophenyl)-1H-imidazole-2(3H)-thione (40.5 g, 94%) as a white solid. 1H NMR (400 MHz, CDCl3) δ 6.90 (t, 3H), 6.81 (s, 1H), 6.61 (m, 2H), 6.50 (m, 2H), 3.76 (s, 3H), 1.46 (s, 6H); MS (ESI) m/z 361 (MH+). Isolated yield 94.4%. Product: FC1=C(C=C(C=C1)C(C)(C)C1=CNC(N1C1=CC=C(C=C1)F)=S)OC (5-(2-(4-fluoro-3-methoxyphenyl)propan-2-yl)-1-(4-fluorophenyl)-1H-imidazole-2(3H)-thione). Reaction SMILES: [F:1][C:2]1[CH:7]=[CH:6][C:5]([C:8]([CH3:24])([CH3:23])[C:9](=O)[CH2:10][NH:11][C:12]([NH:14][C:15]2[CH:20]=[CH:19][C:18]([F:21])=[CH:17][CH:16]=2)=[S:13])=[CH:4][C:3]=1[O:25][CH3:26]>CC(O)=O>[F:1][C:2]1[CH:7]=[CH:6][C:5]([C:8]([C:9]2[N:14]([C:15]3[CH:20]=[CH:19][C:18]([F:21])=[CH:17][CH:16]=3)[C:12](=[S:13])[NH:11][CH:10]=2)([CH3:24])[CH3:23])=[CH:4][C:3]=1[O:25][CH3:26]. The solvent is CC(=O)O (AcOH). Starting materials: COC(=O)C1CCN(c2cc(CO)ccc2Cl)CC1, ClCCl, O=[Mn]=O. Product: COC(=O)C1CCN(c2cc(C=O)ccc2Cl)CC1. As a reaction SMILES: [Cl:1][c:2]1[c:3]([N:10]2[CH2:11][CH2:12][CH:13]([C:16](=[O:17])[O:18][CH3:19])[CH2:14][CH2:15]2)[cH:4][c:5]([CH2:8][OH:9])[cH:6][cH:7]1.[Cl:20][CH2:21][Cl:22].[O:23]=[Mn:24]=[O:25]>>[Cl:1][c:2]1[c:3]([N:10]2[CH2:11][CH2:12][CH:13]([C:16](=[O:17])[O:18][CH3:19])[CH2:14][CH2:15]2)[cH:4][c:5]([CH:8]=[O:9])[cH:6][cH:7]1. The reactants are FC1=CC=C(C=C1)C(=C1CCN(CC1)CC1=CC=CC=C1)C1=CC=C(C=C1)F (4-[bis(4-fluorophenyl)methylene]-1-(phenylmethyl)piperidine), [H][H] (hydrogen). The reagents and catalysts are rhodium-on-charcoal. The solvent is CO (methanol). The product is FC1=CC=C(C=C1)C(=C1CCNCC1)C1=CC=C(C=C1)F (4-[bis(4-fluorophenyl)methylene]piperidine), intermediate 14. Reaction SMILES: [F:1][C:2]1[CH:7]=[CH:6][C:5]([C:8]([C:22]2[CH:27]=[CH:26][C:25]([F:28])=[CH:24][CH:23]=2)=[C:9]2[CH2:14][CH2:13][N:12](CC3C=CC=CC=3)[CH2:11][CH2:10]2)=[CH:4][CH:3]=1.[H][H]>CO>[F:28][C:25]1[CH:26]=[CH:27][C:22]([C:8]([C:5]2[CH:4]=[CH:3][C:2]([F:1])=[CH:7][CH:6]=2)=[C:9]2[CH2:14][CH2:13][NH:12][CH2:11][CH2:10]2)=[CH:23][CH:24]=1. Procedure details: A mixture of 1.6 parts of 4-[bis(4-fluorophenyl)methylene]-1-(phenylmethyl)piperidine and 80 parts of methanol was hydrogenated at normal pressure and at room temperature with 1 part of rhodium-on-charcoal catalyst 5%. After the calculated amount of hydrogen was taken up, the catalyst was filtered off and the filtrate was evaporated, yielding 1.2 parts of 4-[bis(4-fluorophenyl)methylene]piperidine as a residue (intermediate 14). Reactants: N12CC(C(CC1)CC2)C(=O)OC(C2=CC(=CC=C2)F)C2=CC(=CC=C2)F (bis(3-fluorophenyl)methyl quinuclidine-3-carboxylate), BrCC(=O)C1=C(C=CC=C1)F (2-bromo-1-(2-fluorophenyl)ethanone). Solvent: C(C)#N (acetonitrile). Conditions: time 8 hour. Product: [Br-].FC=1C=C(C=CC1)C(OC(=O)C1C[N+]2(CCC1CC2)CC(=O)C2=C(C=CC=C2)F)C2=CC(=CC=C2)F (3-((bis(3-fluorophenyl)methoxy)-carbonyl)-1-(2-(2-fluorophenyl)-2-oxoethyl)-1-azoniabicyclo[2.2.2]octane bromide). Yield: 35.7%. RXN SMILES: [N:1]12[CH2:8][CH2:7][CH:4]([CH2:5][CH2:6]1)[CH:3]([C:9]([O:11][CH:12]([C:20]1[CH:25]=[CH:24][CH:23]=[C:22]([F:26])[CH:21]=1)[C:13]1[CH:18]=[CH:17][CH:16]=[C:15]([F:19])[CH:14]=1)=[O:10])[CH2:2]2.[Br:27][CH2:28][C:29]([C:31]1[CH:36]=[CH:35][CH:34]=[CH:33][C:32]=1[F:37])=[O:30]>C(#N)C>[Br-:27].[F:26][C:22]1[CH:21]=[C:20]([CH:12]([C:13]2[CH:18]=[CH:17][CH:16]=[C:15]([F:19])[CH:14]=2)[O:11][C:9]([CH:3]2[CH:4]3[CH2:5][CH2:6][N+:1]([CH2:28][C:29]([C:31]4[CH:36]=[CH:35][CH:34]=[CH:33][C:32]=4[F:37])=[O:30])([CH2:8][CH2:7]3)[CH2:2]2)=[O:10])[CH:25]=[CH:24][CH:23]=1 |f:3.4|. Procedure: Bis(3-fluorophenyl)methyl quinuclidine-3-carboxylate (90 mg, 0.25 mmol, prepared as in example 4) and 2-bromo-1-(2-fluorophenyl)ethanone (65.6 mg, 0.30 mmol) were dissolved in acetonitrile (4 ml) and stirred at room temperature overnight. Acetonitrile was evaporated, and the residue was triturated with Et2O and filtered to obtain 3-((bis(3-fluorophenyl)methoxy)-carbonyl)-1-(2-(2-fluorophenyl)-2-oxoethyl)-1-azoniabicyclo[2.2.2]octane bromide (51.3 mg, racemic mixture). The reactants are C(#N)N=C(NC=1C=C(C=CC1)\C(=C/CCCC(=O)O)\C=1C=NC=CC1)NCC(C)C (5E-6-(3-(2-cyano-3-(2-methylpropyl)guanidino)phenyl)-6-(3-pyridyl)hex-5-enoic acid), C(C)(=O)[O-].[Na+] (sodium acetate). Solvent: Cl (hydrochloric acid). Run at time 48 hour. The product is C(N)(=O)N=C(NC=1C=C(C=CC1)\C(=C/CCCC(=O)O)\C=1C=NC=CC1)NCC(C)C (5E-6-(3-(2-Carbamoyl-3-(2-methylpropyl)guanidino)-phenyl)-6-(3-pyridyl)hex-5-enoic acid). RXN SMILES: [C:1]([N:3]=[C:4]([NH:26][CH2:27][CH:28]([CH3:30])[CH3:29])[NH:5][C:6]1[CH:7]=[C:8](/[C:12](/[C:20]2[CH:21]=[N:22][CH:23]=[CH:24][CH:25]=2)=[CH:13]\[CH2:14][CH2:15][CH2:16][C:17]([OH:19])=[O:18])[CH:9]=[CH:10][CH:11]=1)#[N:2].C([O-])(=[O:33])C.[Na+]>Cl>[C:1]([N:3]=[C:4]([NH:26][CH2:27][CH:28]([CH3:30])[CH3:29])[NH:5][C:6]1[CH:7]=[C:8](/[C:12](/[C:20]2[CH:21]=[N:22][CH:23]=[CH:24][CH:25]=2)=[CH:13]\[CH2:14][CH2:15][CH2:16][C:17]([OH:19])=[O:18])[CH:9]=[CH:10][CH:11]=1)(=[O:33])[NH2:2] |f:1.2|. Procedure details: 1.34 g of 5E-6-(3-(2-cyano-3-(2-methylpropyl)guanidino)phenyl)-6-(3-pyridyl)hex-5-enoic acid are dissolved in 50 ml of 4N hydrochloric acid and stirred for 48 hours at ambient temperature. The solution is adjusted to pH 5-6 by the addition of sodium acetate and extracted with ethyl acetate. The organic extract is evaporated down and the residue is purified over a silica gel column with dichloromethane/ethanol=19:1.